This data is from the Open Reaction Database (ORD), a public repository of structured organic reaction records. The task is: describe an organic reaction: reactants, conditions, products, and yield The reactants are C(C)(C)(C)C1=CC(=C(C=C1)S(=O)(=O)N(COC)C1=C(SC=C1)C(=O)OC)CCC1=CC=CC=C1 (Methyl 3-[4-tert-butyl-N-(methoxymethyl)-2-phenethylphenylsulfonamido]thiophene-2-carboxylate), Cl (hydrochloric acid), Cl (hydrochloric acid). The solvent is O1CCCC1 (tetrahydrofuran). Conditions: temperature 75 celsius. Product: C(C)(C)(C)C1=CC(=C(C=C1)S(=O)(=O)NC1=C(SC=C1)C(=O)OC)CCC1=CC=CC=C1 (Methyl 3-(4-tert-butyl-2-phenethylphenylsulfonamido)thiophene-2-carboxylate). The yield is 54.6%. RXN SMILES: [C:1]([C:5]1[CH:10]=[CH:9][C:8]([S:11]([N:14]([C:18]2[CH:22]=[CH:21][S:20][C:19]=2[C:23]([O:25][CH3:26])=[O:24])COC)(=[O:13])=[O:12])=[C:7]([CH2:27][CH2:28][C:29]2[CH:34]=[CH:33][CH:32]=[CH:31][CH:30]=2)[CH:6]=1)([CH3:4])([CH3:3])[CH3:2].Cl>O1CCCC1>[C:1]([C:5]1[CH:10]=[CH:9][C:8]([S:11]([NH:14][C:18]2[CH:22]=[CH:21][S:20][C:19]=2[C:23]([O:25][CH3:26])=[O:24])(=[O:13])=[O:12])=[C:7]([CH2:27][CH2:28][C:29]2[CH:30]=[CH:31][CH:32]=[CH:33][CH:34]=2)[CH:6]=1)([CH3:4])([CH3:2])[CH3:3]. Reported procedure: To a solution of 41 (143.0 mg; 0.32 mmol) in tetrahydrofuran (6 mL) was added aqueous hydrochloric acid (6 mL; 12 mmol; 2N). The reaction mixture was heated at 75° C. for 4 hours, and then additional aqueous hydrochloric acid (3.0 mL; 6N) was added and the reaction mixture further heated at reflux for 4-5 hours. The reaction mixture was allowed to cool to room temperature and then extracted with ethyl acetate (15 mL). The organic layer was separated, dried over magnesium sulfate, filtered and co...